Task: describe an organic reaction: reactants, conditions, products, and yield. Dataset: the Open Reaction Database (ORD), a public repository of structured organic reaction records The reactants are C1=CC=C(C=C1)COC(=O)NCC(=O)OC2=CC=C(C=C2)[N+](=O)[O-] (Z-Gly-ONP), N[C@@H](C)C(=O)N1[C@H](C(=O)OC(C)(C)C)CCC1 (H-Ala-Pro-OtBu), C(Cl)(Cl)Cl.CO (chloroform methanol). Run in C(C)(=O)OCC (ethyl acetate), C(C)(=O)OCC (ethyl acetate). Run at time 20 hour. Yields the product N(CC(=O)N[C@@H](C)C(=O)N1[C@H](C(=O)OC(C)(C)C)CCC1)C(=O)OCC1=CC=CC=C1 (Z-Gly-Ala-Pro-OtBu). Reaction SMILES: [CH:1]1[CH:6]=[CH:5][C:4]([CH2:7][O:8][C:9]([NH:11][CH2:12][C:13]([O:15]C2C=CC([N+]([O-])=O)=CC=2)=O)=[O:10])=[CH:3][CH:2]=1.[NH2:25][C@H:26]([C:28]([N:30]1[CH2:41][CH2:40][CH2:39][C@H:31]1[C:32]([O:34][C:35]([CH3:38])([CH3:37])[CH3:36])=[O:33])=[O:29])[CH3:27].C(Cl)(Cl)Cl.CO>C(OCC)(=O)C>[NH:11]([C:9]([O:8][CH2:7][C:4]1[CH:3]=[CH:2][CH:1]=[CH:6][CH:5]=1)=[O:10])[CH2:12][C:13]([NH:25][C@H:26]([C:28]([N:30]1[CH2:41][CH2:40][CH2:39][C@H:31]1[C:32]([O:34][C:35]([CH3:36])([CH3:37])[CH3:38])=[O:33])=[O:29])[CH3:27])=[O:15] |f:2.3|. Reported procedure: 1.65 g of Z-Gly-ONP and 1.09 g of H-Ala-Pro-OtBu in 20 ml of ethyl acetate are allowed to stand for one hour at 0° C. and 20 hours at room temperature. The mix is then diluted with ethyl acetate, washed with 50% saturated potassium carbonate solution and with water, dried over sodium sulphate and evaporated. 2.06 g of an oil which is homogeneous according to thin layer chromatography result. Rf = 0.8 in the system chloroform-methanol (1:1) on silica gel.